This data is from the Open Reaction Database (ORD), a public repository of structured organic reaction records. The task is: describe an organic reaction: reactants, conditions, products, and yield The reactants are CI, CC(C)=O, CCOC(=O)c1c(O)cc(C(F)(F)Cl)nc1C(F)(F)F, [K+], [K+], O=C([O-])[O-]. The product is CCOC(=O)c1c(OC)cc(C(F)(F)Cl)nc1C(F)(F)F. As a reaction SMILES: [CH3:27][I:28].[CH3:29][C:30](=[O:31])[CH3:32].[Cl:1][C:2]([c:3]1[cH:4][c:5]([OH:18])[c:6]([C:13](=[O:14])[O:15][CH2:16][CH3:17])[c:7]([C:9]([F:10])([F:11])[F:12])[n:8]1)([F:19])[F:20].[K+:21].[K+:22].[O-:23][C:24]([O-:25])=[O:26]>>[Cl:1][C:2]([c:3]1[cH:4][c:5]([O:18][CH3:24])[c:6]([C:13](=[O:14])[O:15][CH2:16][CH3:17])[c:7]([C:9]([F:10])([F:11])[F:12])[n:8]1)([F:19])[F:20]. The solvent is C1CCOC1 (THF). Product: COC1=C(C=C(C(=O)Cl)C=C1)[N+](=O)[O-] (4-Methoxy-3-nitro-benzoyl chloride). Reported procedure: Oxalyl chloride (15.8 ml, 180 mmol) was added dropwise with stirring to a solution of 4-methoxy-3-nitrobenzoic acid (7.00 g, 36.00 mmol) in THF containing 10 μL DMF. After 1 h the solvent was removed under reduced pressure. The product was used directly in the next step. As a reaction SMILES: [C:1](Cl)(=O)[C:2]([Cl:4])=[O:3].[CH3:7][O:8][C:9]1[CH:17]=[CH:16]C(C(O)=O)=[CH:11][C:10]=1[N+:18]([O-:20])=[O:19]>C1COCC1>[CH3:7][O:8][C:9]1[CH:17]=[CH:16][C:1]([C:2]([Cl:4])=[O:3])=[CH:11][C:10]=1[N+:18]([O-:20])=[O:19]. Reactants: C(C(=O)Cl)(=O)Cl (Oxalyl chloride), COC1=C(C=C(C(=O)O)C=C1)[N+](=O)[O-] (4-methoxy-3-nitrobenzoic acid).